From a dataset of the Open Reaction Database (ORD), a public repository of structured organic reaction records. describe an organic reaction: reactants, conditions, products, and yield The reactants are NC=1SC2=C(N1)C=CC=C2 (2-aminobenzothiazole), BrCC(CC)=O (1-bromo-2-butanone), O (water). Solvent: C(C)C(=O)C (methyl ethyl ketone). Product: C(C)C=1N=C2SC3=C(N2C1)C=CC=C3 (2-ethylimidazo[2,1-b]benzothiazole). Yield: 110.0%. RXN SMILES: [NH2:1][C:2]1[S:3][C:4]2[CH:10]=[CH:9][CH:8]=[CH:7][C:5]=2[N:6]=1.Br[CH2:12][C:13](=O)[CH2:14][CH3:15].O>C(C(C)=O)C>[CH2:14]([C:13]1[N:1]=[C:2]2[N:6]([CH:12]=1)[C:5]1[CH:7]=[CH:8][CH:9]=[CH:10][C:4]=1[S:3]2)[CH3:15]. Procedure details: After 5.40 g of 2-aminobenzothiazole and 7.52 g of 1-bromo-2-butanone were allowed to stand in 40 ml of methyl ethyl ketone at room temperature overnight, 40 ml of water was added to the reaction mixture. Methyl ethyl ketone was distilled off on a water bath of 50° C. under reduced pressure. The residue was crystallized with ether and the crystals were then taken out by filtration to give 8.0 g of 2-ethylimidazo[2,1-b]benzothiazole.